From a dataset of the Open Reaction Database (ORD), a public repository of structured organic reaction records. describe an organic reaction: reactants, conditions, products, and yield Reactants: C1(CCCCCC1)=O (Cycloheptanone), 1a, [OH-].[K+] (KOH), FC1=CC=C(C=O)C=C1 (4-fluoro-benzaldehyde), 3a, Cl (HCl). Solvent: O (water). Conditions: temperature 65 celsius, time 8 hour. The product is FC1=CC=C(C=C2C(CCCCC2)=O)C=C1 (2-(4-fluoro-benzylidene)-cycloheptanone), 3b. The yield is 50.4%. As a reaction SMILES: [OH-].[K+].[F:3][C:4]1[CH:11]=[CH:10][C:7]([CH:8]=O)=[CH:6][CH:5]=1.[C:12]1(=[O:19])[CH2:18][CH2:17][CH2:16][CH2:15][CH2:14][CH2:13]1.Cl>O>[F:3][C:4]1[CH:11]=[CH:10][C:7]([CH:8]=[C:13]2[CH2:14][CH2:15][CH2:16][CH2:17][CH2:18][C:12]2=[O:19])=[CH:6][CH:5]=1 |f:0.1|. Reported procedure: A solution of KOH (0.25 g, 4.46 mmol) in water (4.4 mL) was added to 4-fluoro-benzaldehyde Compound 3a (1.07 mL, 10 mmol) and the suspension was heated to 65° C. Cycloheptanone Compound 1a (1.18 mL, 10 mmol) was added dropwise over a period of 15 mins. The mixture was refluxed for 5 hrs, then stirred overnight at room temperature. The reaction mixture was acidified with 1N HCl (26 mL) and extracted with EtOAc (100 mL). The organic layer was washed with brine and dried over Na2SO4, then filtered ... Starting materials: BrC1=CC=C(CN(N)C2=CC=C(C=C2)Br)C=C1 (N-(4-bromobenzyl)-N-(4-bromophenyl)hydrazine), O=C(CCC1=C(C(=O)OC)C=CC=C1)C (methyl 2-(3-oxobutyl)benzoate), Cl (HCl). The solvent is O1CCOCC1 (dioxane), O1CCOCC1 (dioxane). Run at temperature 70 celsius. Yields the product BrC=1C=C2C(=C(N(C2=CC1)CC1=CC=C(C=C1)Br)C)CC1=C(C(=O)OC)C=CC=C1 (Methyl 2-[(5-bromo-1-(4-bromobenzyl)-2-methyl-1H-indol-3-yl)methyl]benzoate). The yield is 39.3%. Reaction SMILES: [Br:1][C:2]1[CH:17]=[CH:16][C:5]([CH2:6][N:7]([C:9]2[CH:14]=[CH:13][C:12]([Br:15])=[CH:11][CH:10]=2)N)=[CH:4][CH:3]=1.O=[C:19]([CH3:32])[CH2:20][CH2:21][C:22]1[CH:31]=[CH:30][CH:29]=[CH:28][C:23]=1[C:24]([O:26][CH3:27])=[O:25].Cl>O1CCOCC1>[Br:15][C:12]1[CH:11]=[C:10]2[C:9](=[CH:14][CH:13]=1)[N:7]([CH2:6][C:5]1[CH:16]=[CH:17][C:2]([Br:1])=[CH:3][CH:4]=1)[C:19]([CH3:32])=[C:20]2[CH2:21][C:22]1[CH:31]=[CH:30][CH:29]=[CH:28][C:23]=1[C:24]([O:26][CH3:27])=[O:25]. Procedure details: To a room temperature solution of N-(4-bromobenzyl)-N-(4-bromophenyl)hydrazine (335 mg, 0.941 mmol) and methyl 2-(3-oxobutyl)benzoate (202 mg, 0.98 mmol) in 6 mL dioxane was added 1.5 mL of 4N HCl solution in dioxane. Heated to 70° C. for 16 h, then concentrated, the residue was partitioned between EtOAc and water, then washed with 1M HCl and brine. Dried over sodium sulfate, filtered and concentrated. Purification by flash chromatography (40% CH2Cl2 /Hexanes) provided 195 mg of the title compou... The reactants are N1N=CC=C1 (pyrazole), ClC=1N=C(C2=C(N1)SC(=C2)[N+](=O)[O-])NCC2=CC=CC=C2 (2-chloro-6-nitro-4-benzylamino-thieno-[2,3-d]-pyrimidine). The product is N1(N=CC=C1)C=1N=C(C2=C(N1)SC(=C2)[N+](=O)[O-])NCC2=CC=CC=C2 (2-(pyrazol-1-yl)-6-nitro-4-benzylamino-thieno-[2,3-d]-pyrimidine). Reaction SMILES: [NH:1]1[CH:5]=[CH:4][CH:3]=[N:2]1.Cl[C:7]1[N:8]=[C:9]([NH:19][CH2:20][C:21]2[CH:26]=[CH:25][CH:24]=[CH:23][CH:22]=2)[C:10]2[CH:15]=[C:14]([N+:16]([O-:18])=[O:17])[S:13][C:11]=2[N:12]=1>>[N:1]1([C:7]2[N:8]=[C:9]([NH:19][CH2:20][C:21]3[CH:22]=[CH:23][CH:24]=[CH:25][CH:26]=3)[C:10]3[CH:15]=[C:14]([N+:16]([O-:18])=[O:17])[S:13][C:11]=3[N:12]=2)[CH:5]=[CH:4][CH:3]=[N:2]1. Reported procedure: Following the procedure of Example 97, the reaction of pyrazole with 2-chloro-6-nitro-4-benzylamino-thieno-[2,3-d]-pyrimidine gives 2-(pyrazol-1-yl)-6-nitro-4-benzylamino-thieno-[2,3-d]-pyrimidine. The reactants are N1(CCOCC1)C=1C=CC=2C3C(C(NC2C1)=O)CCC3 (7-(4-morpholinyl)-1,2,3,3a,5,9b-hexahydrocyclopenta[c]quinolin-4-one), COC=1C=CC(=CC1)P2(=S)SP(=S)(S2)C=3C=CC(=CC3)OC (Lawesson's reagent). The product is N1(CCOCC1)C=1C=CC=2C3C(C(NC2C1)=S)CCC3 (7-(4-Morpholinyl)-1,2,3,3a,5,9b-hexahydrocyclopenta[c]quinoline-4-thione). Yield: 84.3%. Reaction SMILES: [N:1]1([C:7]2[CH:8]=[CH:9][C:10]3[CH:11]4[CH2:20][CH2:19][CH2:18][CH:12]4[C:13](=O)[NH:14][C:15]=3[CH:16]=2)[CH2:6][CH2:5][O:4][CH2:3][CH2:2]1.COC1C=CC(P2(SP(C3C=CC(OC)=CC=3)(=S)S2)=[S:30])=CC=1>>[N:1]1([C:7]2[CH:8]=[CH:9][C:10]3[CH:11]4[CH2:20][CH2:19][CH2:18][CH:12]4[C:13](=[S:30])[NH:14][C:15]=3[CH:16]=2)[CH2:6][CH2:5][O:4][CH2:3][CH2:2]1. Procedure details: Analogously to Example 4, 7-(4-morpholinyl)-1,2,3,3a,5,9b-hexahydrocyclopenta[c]quinolin-4-one (100 mg, 0.37 mmol) is reacted with Lawesson's reagent (164 mg, 0.41 mmol) to form 90 mg (84%) of product. Reactants: C(C)(C)(C)N1NC=C2C1=NC(=NC2=O)C2=C(C=CC=C2)OCCC (1-tert-butyl-6-(2-propoxyphenyl)pyrazolo[3,4-d]pyrimidin-4-one). Solvent: FC(C(=O)O)(F)F (trifluoroacetic acid). Yields the product C(CC)OC1=C(C=CC=C1)C1=NC(C=2C(=N1)N=NC2)=O (6-(2-propoxyphenyl)pyrazolo[3,4-d]pyrimidin-4-one). The yield is 79.9%. RXN SMILES: C([N:5]1[C:9]2=[N:10][C:11]([C:15]3[CH:20]=[CH:19][CH:18]=[CH:17][C:16]=3[O:21][CH2:22][CH2:23][CH3:24])=[N:12][C:13](=[O:14])[C:8]2=[CH:7][NH:6]1)(C)(C)C>FC(F)(F)C(O)=O>[CH2:22]([O:21][C:16]1[CH:17]=[CH:18][CH:19]=[CH:20][C:15]=1[C:11]1[N:10]=[C:9]2[N:5]=[N:6][CH:7]=[C:8]2[C:13](=[O:14])[N:12]=1)[CH2:23][CH3:24]. Procedure: A mixture of 1-tert-butyl-6-(2-propoxyphenyl)pyrazolo[3,4-d]pyrimidin-4-one 1/100 hydrate (0.68 g, 2.1 mmol) and trifluoroacetic acid (50 ml) was heated on a steam bath for 3.5 hours. The reaction mixture was stripped to dryness and the residue was purified by column chromatography on silica gel eluting with ether to afford 0.45 g (79%) of 6-(2-propoxyphenyl)pyrazolo[3,4-d]pyrimidin-4-one.1/4 hydrate, m.p. 170-171° C. The reactants are ( H ), ( B ), Cl (HCl), N[C@@H](CCC(=O)O)C(=O)O (glutamic acid), C(C)O (ethanol), ( C ), ( E ), ( G ), ( A ), ( C ), ( D ), C(C)O (ethanol), ( C ), ( C ), ( C ), product, ( F ), C(C)O (ethanol), N[C@@H](CCC(=O)O)C(=O)O (glutamic acid). Product: N1[C@@H](CCC1=O)C(=O)OCC (ethyl pyroglutamate). As a reaction SMILES: [NH2:1][C@H:2]([C:8]([OH:10])=[O:9])[CH2:3][CH2:4][C:5]([OH:7])=O.Cl.[CH2:12](O)[CH3:13]>>[NH:1]1[C:5](=[O:7])[CH2:4][CH2:3][C@H:2]1[C:8]([O:10][CH2:12][CH3:13])=[O:9]. Procedure details: A mixture of ethanol and glutamic acid was initially charged in a stirred vessel (A). The fraction of glutamic acid was 0.1% of the ethanol fraction. The mixture was conveyed continuously through the reactor (C) at a pressure of 72 bar by a suitable pump (B). The tubular reactor (C) was heated to a temperature of 260° C. by the heater (D). A carrier stream of pure ethanol from the reservoir (F) was heated to the same temperature using the preheater (G). At the mixing point (H), the carrier strea...